Dataset: the Open Reaction Database (ORD), a public repository of structured organic reaction records. Task: describe an organic reaction: reactants, conditions, products, and yield Reactants: N1(C=CC=C1)C1=C(C=CC=C1)C(C)=O (1-(2-(1H-pyrrol-1-yl)phenyl)ethanone), COC1=C(CN)C=CC(=C1)OC (2,4-dimethoxy-benzylamine). The product is COC1=C(CNC(C2=C(C=CC=C2)N2C=CC=C2)=O)C=CC(=C1)OC (N-(2,4-dimethoxybenzyl)-2-(1H-pyrrol-1-yl)benzamide). Reaction SMILES: [N:1]1([C:6]2[CH:11]=[CH:10][CH:9]=[CH:8][C:7]=2[C:12](=[O:14])C)[CH:5]=[CH:4][CH:3]=[CH:2]1.[CH3:15][O:16][C:17]1[CH:24]=[C:23]([O:25][CH3:26])[CH:22]=[CH:21][C:18]=1[CH2:19][NH2:20]>>[CH3:15][O:16][C:17]1[CH:24]=[C:23]([O:25][CH3:26])[CH:22]=[CH:21][C:18]=1[CH2:19][NH:20][C:12](=[O:14])[C:7]1[CH:8]=[CH:9][CH:10]=[CH:11][C:6]=1[N:1]1[CH:2]=[CH:3][CH:4]=[CH:5]1. Procedure: Prepared in a similar manner to example 4 using 1-(2-(1H-pyrrol-1-yl)phenyl)ethanone and 2,4-dimethoxy-benzylamine. MS (M+H, 337.2). Reactants: Cc1[nH]cc(C(O)C(F)(F)F)c(=O)c1OCc1ccccc1, CO. Product: Cc1[nH]cc(C(O)C(F)(F)F)c(=O)c1O. As a reaction SMILES: [CH2:1]([c:2]1[cH:3][cH:4][cH:5][cH:6][cH:7]1)[O:8][c:9]1[c:10]([CH3:22])[nH:11][cH:12][c:13]([CH:16]([C:17]([F:18])([F:19])[F:20])[OH:21])[c:14]1=[O:15].[CH3:23][OH:24]>>[OH:8][c:9]1[c:10]([CH3:22])[nH:11][cH:12][c:13]([CH:16]([C:17]([F:18])([F:19])[F:20])[OH:21])[c:14]1=[O:15]. The reactants are C(CCC)[Li] (n-Butyllithium), solution, N1=C(C=C(C=C1)C)C (2,4-lutidine), O1CCCC1 (tetrahydrofuran). Solvent: hexanes. Conditions: time 1 hour. Yields the product OCC1=NC=CC(=C1)C (2-(hydroxymethyl)-4-picoline). Isolated yield 14.0%. Reaction SMILES: C([Li])CCC.[N:6]1[CH:11]=[CH:10][C:9]([CH3:12])=[CH:8][C:7]=1[CH3:13].[O:14]1CCCC1>>[OH:14][CH2:13][C:7]1[CH:8]=[C:9]([CH3:12])[CH:10]=[CH:11][N:6]=1. Procedure: n-Butyllithium (24 ml of a 1.6 N solution in hexanes, 38.4 mmol) was added to a stirred solution of 2,4-lutidine (4.28 g, 40 mmol) in tetrahydrofuran (70 ml) at −70° C. under an inert atmosphere. After 1 hour, air was bubbled through (for 1 hour), methanol (50 ml) was added and the reaction allowed to warm to ambient temperature. The reaction mixture was filtered and then evaporated in vacuo. Purification of the crude product by flash chromatography on silica gel, eluting with ethyl acetate, yie... The reactants are ClC=1SC(=CC1CN)Cl (C-(2,5-dichloro-thiophen-3-yl)-methylamine), 103A, [N-]=[N+]=[N-].[Na+] (sodium azide). Run in CN(C)C=O (DMF). Conditions: time 16 hour. The product is N(=[N+]=[N-])CC1=C(SC(=C1)Cl)Cl (3-azidomethyl-2,5-dichloro-thiophene). Reaction SMILES: [Cl:1][C:2]1[S:3][C:4]([Cl:9])=[CH:5][C:6]=1[CH2:7][NH2:8].[N-:10]=[N+:11]=[N-].[Na+]>CN(C=O)C>[N:8]([CH2:7][C:6]1[CH:5]=[C:4]([Cl:9])[S:3][C:2]=1[Cl:1])=[N+:10]=[N-:11] |f:1.2|. Reported procedure: C-(2,5-dichloro-thiophen-3-yl)-methylamine: To 103A (250 mg, 1.016 mmol) in DMF (4 mL) was added sodium azide (661 mg, 10.16 mmol) and the reaction mixture was stirred at rt for 16 h. The reaction mixture was quenched with water and extracted with EtOAc. The organic layer was washed with water and brine, dried over Na2SO4, filtered and concentrated yielding 3-azidomethyl-2,5-dichloro-thiophene (135 mg). To a solution of this intermediate (135 mg, 0.519 mmol) in methanol (5 mL) was added 10% pall... The reactants are Ice water, O=C1C(CCCC1)=CC1=CC=C(C=C1)C(C(=O)O)C ((+)-2-[4-(2-oxocyclohexylidenemethyl)phenyl]propionic acid), C(#N)[BH3-].[Na+] (sodium cyanoborohydride), Cl (hydrochloric acid). Run in CO (methanol). The product is OC1C(CCCC1)=CC1=CC=C(C=C1)C(C(=O)O)C ((±)-2-[4-(2-hydroxycyclohexylidenemethyl)phenyl]propionic acid). Yield: 17.4%. As a reaction SMILES: [O:1]=[C:2]1[CH2:7][CH2:6][CH2:5][CH2:4][C:3]1=[CH:8][C:9]1[CH:14]=[CH:13][C:12]([CH:15]([CH3:19])[C:16]([OH:18])=[O:17])=[CH:11][CH:10]=1.C([BH3-])#N.[Na+].Cl>CO>[OH:1][CH:2]1[CH2:7][CH2:6][CH2:5][CH2:4][C:3]1=[CH:8][C:9]1[CH:10]=[CH:11][C:12]([CH:15]([CH3:19])[C:16]([OH:18])=[O:17])=[CH:13][CH:14]=1 |f:1.2|. Procedure: 2.0 g of (+)-2-[4-(2-oxocyclohexylidenemethyl)phenyl]propionic acid and 0.6 g of sodium cyanoborohydride were dissolved in 50 ml of methanol. The pH of the mixture was adjusted to a value of 3 with 6N hydrochloric acid, whilst ice-cooling. The mixture was then stirred, with heating, for 40 minutes. Ice-water was added to the reaction mixture, which was then extracted with diethyl ether. The extract was washed with water and dried over anhydrous sodium sulphate, and the solvent was distilled off,... Starting materials: C(C)(C)(C)OC(=O)N1CCC2=C(N(N=C2CC1)CC)OS(=O)(=O)C(F)(F)F (2-ethyl-3-trifluoromethanesulfonyloxy-4,5,7,8-tetrahydro-2H-1,2,6-triaza-azulene-6-carboxylic acid tert-butyl ester), FC1=CC=C(C=C1)B(O)O (4-fluorophenylboronic acid). The product is C(C)N1N=C2CCNCCC2=C1C1=CC=C(C=C1)F (2-Ethyl-3-(4-fluoro-phenyl)-2,4,5,6,7,8-hexahydro-1,2,6-triaza-azulene). The yield is 87.4%. As a reaction SMILES: C(OC([N:8]1[CH2:17][CH2:16][C:15]2[C:11](=[C:12](OS(C(F)(F)F)(=O)=O)[N:13]([CH2:18][CH3:19])[N:14]=2)[CH2:10][CH2:9]1)=O)(C)(C)C.[F:28][C:29]1[CH:34]=[CH:33][C:32](B(O)O)=[CH:31][CH:30]=1>>[CH2:18]([N:13]1[C:12]([C:32]2[CH:33]=[CH:34][C:29]([F:28])=[CH:30][CH:31]=2)=[C:11]2[C:15]([CH2:16][CH2:17][NH:8][CH2:9][CH2:10]2)=[N:14]1)[CH3:19]. Procedure details: The title compound (114 mg) was prepared as in Example 177, Steps C and D, using 208 mg of 2-ethyl-3-trifluoromethanesulfonyloxy-4,5,7,8-tetrahydro-2H-1,2,6-triaza-azulene-6-carboxylic acid tert-butyl ester (Example 193, Step A) and 211 mg of 4-fluorophenylboronic acid. MS (ESI): exact mass calculated for C15H18FN3, 259.15. found, m/z 260.4 [M+H]+. 1H NMR (500 MHz, CDCl3): 7.41-7.35 (m, 2H), 7.32-7.26 (m, 2H), 3.99 (q, J=7.1 Hz, 2H), 3.43-3.38 (m, 2H), 3.33-3.28 (m, 2H), 3.18-3.12 (m, 2H), 2.80-... Reactants: C(C1=CC=CC=C1)N1N=C(C2=CC=CC=C12)[Sn](C)(C)C (1-benzyl-3-trimethylstannylindazole), ClC1=NC=CC=N1 (2-chloropyrimidine), [Cl-].[NH4+] (ammonium chloride). The reagents and catalysts are C=1C=CC(=CC1)[P](C=2C=CC=CC2)(C=3C=CC=CC3)[Pd]([P](C=4C=CC=CC4)(C=5C=CC=CC5)C=6C=CC=CC6)([P](C=7C=CC=CC7)(C=8C=CC=CC8)C=9C=CC=CC9)[P](C=1C=CC=CC1)(C=1C=CC=CC1)C=1C=CC=CC1 (Pd(PPh3)4). The solvent is C1(=CC=CC=C1)C (toluene). The product is C(C1=CC=CC=C1)N1N=C(C2=CC=CC=C12)C1=NC=CC=N1 (1-Benzyl-3-(2-pyrimidyl)indazole). Reaction SMILES: [CH2:1]([N:8]1[C:16]2[C:11](=[CH:12][CH:13]=[CH:14][CH:15]=2)[C:10]([Sn](C)(C)C)=[N:9]1)[C:2]1[CH:7]=[CH:6][CH:5]=[CH:4][CH:3]=1.Cl[C:22]1[N:27]=[CH:26][CH:25]=[CH:24][N:23]=1.[Cl-].[NH4+]>C1(C)C=CC=CC=1.C1C=CC([P]([Pd]([P](C2C=CC=CC=2)(C2C=CC=CC=2)C2C=CC=CC=2)([P](C2C=CC=CC=2)(C2C=CC=CC=2)C2C=CC=CC=2)[P](C2C=CC=CC=2)(C2C=CC=CC=2)C2C=CC=CC=2)(C2C=CC=CC=2)C2C=CC=CC=2)=CC=1>[CH2:1]([N:8]1[C:16]2[C:11](=[CH:12][CH:13]=[CH:14][CH:15]=2)[C:10]([C:22]2[N:27]=[CH:26][CH:25]=[CH:24][N:23]=2)=[N:9]1)[C:2]1[CH:7]=[CH:6][CH:5]=[CH:4][CH:3]=1 |f:2.3,^1:40,42,61,80|. Reported procedure: 200 mg of 1-benzyl-3-trimethylstannylindazole (crude product, 70% according to GC), 35 mg of 2-chloropyrimidine (0.30 mmol) and 29 mg (0.025 mmol) of Pd(PPh3)4 in 2.5 ml of toluene were heated under reflux overnight in an argon atmosphere. The mixture was cooled to room temperature, saturated ammonium chloride solution was added and the mixture was extracted with ethyl acetate. The organic phase was dried over magnesium sulphate and freed from the solvent on a rotary evaporator. Purification was... The reactants are [Al+3], O=C(Oc1cccc2sccc12)c1ccccc1, CC(=O)Cl, [Cl-], [Cl-], [Cl-], ClCCl. Yields the product CC(=O)c1cc2c(OC(=O)c3ccccc3)cccc2s1. As a reaction SMILES: [Al+3:6].[C:9]([c:10]1[cH:11][cH:12][cH:13][cH:14][cH:15]1)(=[O:16])[O:17][c:18]1[cH:19][cH:20][cH:21][c:22]2[s:23][cH:24][cH:25][c:26]12.[CH3:1][C:2]([Cl:3])=[O:4].[Cl-:5].[Cl-:7].[Cl-:8].[Cl:27][CH2:28][Cl:29]>>[CH3:1][C:2](=[O:4])[c:24]1[s:23][c:22]2[cH:21][cH:20][cH:19][c:18]([O:17][C:9]([c:10]3[cH:11][cH:12][cH:13][cH:14][cH:15]3)=[O:16])[c:26]2[cH:25]1.